Dataset: the Open Reaction Database (ORD), a public repository of structured organic reaction records. Task: describe an organic reaction: reactants, conditions, products, and yield Starting materials: NC1=NNC=2C(N(CCC21)C2=CC=C(C=C2)OC)=O (3-amino-5,6-dihydro-6-N-(4-methoxyphenyl)-1H-pyrazolo[3,4-c]pyridin-7(4H)-one), C([O-])([O-])=O.[K+].[K+] (potassium carbonate), CC1=C(CN2CCN(CC2)C(CCCl)=O)C(=CC(=C1)C)C (1-{4-(2,4,6-trimethylbenzyl)piperazin-1-yl}-3-chloropropan-1-one). Product: NC1=NN(C=2C(N(CCC21)C2=CC=C(C=C2)OC)=O)C(CCN2CCN(CC2)CC2=C(C=C(C=C2C)C)C)=O (3-amino-1-[{4-(2,4,6-trimethylbenzyl)piperazin-1-yl}propanoyl]-6-N-(p-methoxyphenyl)-4,5,6,7-tetrahydro-1H-pyrazolo[3,4-c]pyridin-7-one). As a reaction SMILES: [NH2:1][C:2]1[C:10]2[CH2:9][CH2:8][N:7]([C:11]3[CH:16]=[CH:15][C:14]([O:17][CH3:18])=[CH:13][CH:12]=3)[C:6](=[O:19])[C:5]=2[NH:4][N:3]=1.[C:20](=[O:23])([O-])[O-].[K+].[K+].[CH3:26][C:27]1[CH:44]=[C:43]([CH3:45])[CH:42]=[C:41]([CH3:46])[C:28]=1[CH2:29][N:30]1[CH2:35][CH2:34][N:33]([C:36](=O)[CH2:37]CCl)[CH2:32][CH2:31]1>>[NH2:1][C:2]1[C:10]2[CH2:9][CH2:8][N:7]([C:11]3[CH:16]=[CH:15][C:14]([O:17][CH3:18])=[CH:13][CH:12]=3)[C:6](=[O:19])[C:5]=2[N:4]([C:20](=[O:23])[CH2:37][CH2:36][N:33]2[CH2:34][CH2:35][N:30]([CH2:29][C:28]3[C:41]([CH3:46])=[CH:42][C:43]([CH3:45])=[CH:44][C:27]=3[CH3:26])[CH2:31][CH2:32]2)[N:3]=1 |f:1.2.3|. Procedure details: A target compound (81.2 mg, 0.153 mmol, 32.9%) was yielded as white solid in the same manner as Example 1 by reacting 3-amino-5,6-dihydro-6-N-(4-methoxyphenyl)-1H-pyrazolo[3,4-c]pyridin-7(4H)-one (120 mg, 0.464 mmol) with potassium carbonate (96.2 mg, 0.696 mmol) and 1-{4-(2,4,6-trimethylbenzyl)piperazin-1-yl}-3-chloropropan-1-one (157.5 mg, 0.510 mmol).